Task: describe an organic reaction: reactants, conditions, products, and yield. Dataset: the Open Reaction Database (ORD), a public repository of structured organic reaction records Reactants: C(C)(C)(C)OC(C(=O)O)C1=C(C2=CC(=CC=C2C=C1C)C#CC1(CCCC1)O)C1=CC=C(C=C1)Cl (2-tert-butoxy-2-(1-(4-chlorophenyl)-7-((1-hydroxycyclopentyl)ethynyl)-3-methylnaphthalen-2-yl)acetic acid), 2.6u. Solvent: CC#N.O (MeCN H2O). Yields the product C(C)(C)(C)OC(C(=O)O)C1=C(C2=CC(=CC=C2C=C1C)CCC1(CCCC1)O)C1=CC=C(C=C1)Cl (2-tert-butoxy-2-(1-(4-chlorophenyl)-7-(2-(1-hydroxycyclopentyl)ethyl)-3-methylnaphthalen-2-yl)acetic acid). Reaction SMILES: [C:1]([O:5][CH:6]([C:10]1[C:19]([CH3:20])=[CH:18][C:17]2[C:12](=[CH:13][C:14]([C:21]#[C:22][C:23]3([OH:28])[CH2:27][CH2:26][CH2:25][CH2:24]3)=[CH:15][CH:16]=2)[C:11]=1[C:29]1[CH:34]=[CH:33][C:32]([Cl:35])=[CH:31][CH:30]=1)[C:7]([OH:9])=[O:8])([CH3:4])([CH3:3])[CH3:2]>CC#N.O>[C:1]([O:5][CH:6]([C:10]1[C:19]([CH3:20])=[CH:18][C:17]2[C:12](=[CH:13][C:14]([CH2:21][CH2:22][C:23]3([OH:28])[CH2:24][CH2:25][CH2:26][CH2:27]3)=[CH:15][CH:16]=2)[C:11]=1[C:29]1[CH:34]=[CH:33][C:32]([Cl:35])=[CH:31][CH:30]=1)[C:7]([OH:9])=[O:8])([CH3:4])([CH3:2])[CH3:3] |f:1.2|. Procedure: 2-tert-Butoxy-2-(1-(4-chlorophenyl)-7-(2-(1-hydroxycyclopentyl)ethyl)-3-methylnaphthalen-2-yl)acetic acid (91) was prepared using the procedure of Example 87 from 2-tert-butoxy-2-(1-(4-chlorophenyl)-7-((1-hydroxycyclopentyl)ethynyl)-3-methylnaphthalen-2-yl)acetic acid. 1H-NMR: 400 MHz, (CD3OD) δ: 7.78 (d, J=8 Hz, 1H), 7.67 (d, J=8 Hz, 1H), 7.58 (s, 1H), 7.51 (m, 2H), 7.29 (m, 2H), 7.07 (s, 1H), 5.05 (s, 1H), 2.70 (m, 2H), 2.62 (s, 3H), 1.75 (m, 4H), 1.61 (m, 6H), 0.94 (s, 9H). HPLC (Kinetex 2.6u... Starting materials: CCOC(=O)CBr, C1CCOC1, [Na], O, COc1ccccc1OC(C(O)=C[N+](=O)[O-])c1ccccc1. Product: CCOC(=O)COC(=C[N+](=O)[O-])C(Oc1ccccc1OC)c1ccccc1. As a reaction SMILES: [Br:24][CH2:25][C:26](=[O:27])[O:28][CH2:29][CH3:30].[CH2:32]1[O:33][CH2:34][CH2:35][CH2:36]1.[Na:1].[OH2:31].[OH:2][C:3](=[CH:4][N+:5](=[O:6])[O-:7])[CH:8]([O:9][c:10]1[c:11]([O:16][CH3:17])[cH:12][cH:13][cH:14][cH:15]1)[c:18]1[cH:19][cH:20][cH:21][cH:22][cH:23]1>>[O:2]([C:3](=[CH:4][N+:5](=[O:6])[O-:7])[CH:8]([O:9][c:10]1[c:11]([O:16][CH3:17])[cH:12][cH:13][cH:14][cH:15]1)[c:18]1[cH:19][cH:20][cH:21][cH:22][cH:23]1)[CH2:25][C:26](=[O:27])[O:28][CH2:29][CH3:30]. Starting materials: C1(=CC=CC=C1)C(CCN)C1=CC=CC=C1 (3,3-diphenylpropylamine), C(C)OC(=O)N1CCC(CC1)=O (1-ethoxycarbonyl-4-piperidone). Solvent: C1(=CC=CC=C1)C (toluene). Conditions: time 30 minute. Yields the product C1(=CC=CC=C1)C(CCNC1CCN(CC1)C(=O)OCC)C1=CC=CC=C1 (ethyl 4-[(3,3-diphenylpropyl)amino]-1-piperidinecarboxylate). Reaction SMILES: [C:1]1([CH:7]([C:11]2[CH:16]=[CH:15][CH:14]=[CH:13][CH:12]=2)[CH2:8][CH2:9][NH2:10])[CH:6]=[CH:5][CH:4]=[CH:3][CH:2]=1.[CH2:17]([O:19][C:20]([N:22]1[CH2:27][CH2:26][C:25](=O)[CH2:24][CH2:23]1)=[O:21])[CH3:18]>C1(C)C=CC=CC=1>[C:11]1([CH:7]([C:1]2[CH:2]=[CH:3][CH:4]=[CH:5][CH:6]=2)[CH2:8][CH2:9][NH:10][CH:25]2[CH2:26][CH2:27][N:22]([C:20]([O:19][CH2:17][CH3:18])=[O:21])[CH2:23][CH2:24]2)[CH:12]=[CH:13][CH:14]=[CH:15][CH:16]=1. Procedure: In a reactor equipped with a water trap, a solution of 3,3-diphenylpropylamine (4.9 g) and 1-ethoxycarbonyl-4-piperidone (4.0 g) in toluene (100 mL) was refluxed for 2 hours. This reaction mixture was concentrated under reduced pressure and the residue was dissolved in 80 mL of ethanol. After this solution was cooled with ice, 1.8 g of sodium cyanoborohydride and a small amount of bromocresol green were added. Then, 4N-hydrogen chloride solution in ethanol was added dropwise until the reaction m... Reported procedure: To a mixture of N-butyl-3-[2,6-dimethoxy-4-(methoxymethyl)phenyl]-6-methoxy-N-(tetrahydro-2H-pyran-4-yl)pyrazolo[5,1-b][1,3]thiazole-7-amine (6 mg) and methanol (1 mL) was added hydrobromic acid (8.84M, 2.0 μL), and the mixture was stirred at room temperature for 1 hour and the solvent was distilled off under reduced pressure. Methanol (1 mL) was added to the residue and the solvent was distilled off under reduced pressure. Ethyl acetate (1 mL) was added to the resultant residue and the solvent ... As a reaction SMILES: [CH2:1]([N:5]([CH:29]1[CH2:34][CH2:33][O:32][CH2:31][CH2:30]1)[C:6]1[C:7]([O:27][CH3:28])=[N:8][N:9]2[C:13]([C:14]3[C:19]([O:20][CH3:21])=[CH:18][C:17]([CH2:22][O:23][CH3:24])=[CH:16][C:15]=3[O:25][CH3:26])=[CH:12][S:11][C:10]=12)[CH2:2][CH2:3][CH3:4].[BrH:35]>CO>[BrH:35].[CH2:1]([N:5]([CH:29]1[CH2:30][CH2:31][O:32][CH2:33][CH2:34]1)[C:6]1[C:7]([O:27][CH3:28])=[N:8][N:9]2[C:13]([C:14]3[C:15]([O:25][CH3:26])=[CH:16][C:17]([CH2:22][O:23][CH3:24])=[CH:18][C:19]=3[O:20][CH3:21])=[CH:12][S:11][C:10]=12)[CH2:2][CH2:3][CH3:4] |f:3.4|. Starting materials: C(CCC)N(C=1C(=NN2C1SC=C2C2=C(C=C(C=C2OC)COC)OC)OC)C2CCOCC2 (N-butyl-3-[2,6-dimethoxy-4-(methoxymethyl)phenyl]-6-methoxy-N-(tetrahydro-2H-pyran-4-yl)pyrazolo[5,1-b][1,3]thiazole-7-amine), Br (hydrobromic acid). The solvent is CO (methanol). Conditions: time 1 hour. The product is Br.C(CCC)N(C=1C(=NN2C1SC=C2C2=C(C=C(C=C2OC)COC)OC)OC)C2CCOCC2 (N-Butyl-3-[2,6-dimethoxy-4-(methoxymethyl)phenyl]-6-methoxy-N-(tetrahydro-2H-pyran-4-yl)pyrazolo[5,1-b][1,3]thiazole-7-amine hydrobromide). RXN SMILES: C([O:4][C:5]1[CH:23]=[CH:22][CH:21]=[CH:20][C:6]=1[C:7]([NH:9][C:10]1[CH:11]=[CH:12][C:13]2[O:17][C:16]([CH3:18])=[N:15][C:14]=2[CH:19]=1)=[O:8])(=O)C.C([O-])(=O)C.[Na+]>CO>[OH:4][C:5]1[CH:23]=[CH:22][CH:21]=[CH:20][C:6]=1[C:7]([NH:9][C:10]1[CH:11]=[CH:12][C:13]2[O:17][C:16]([CH3:18])=[N:15][C:14]=2[CH:19]=1)=[O:8] |f:1.2|. The yield is 83.9%. Procedure: 5-(2-Acetoxybenzamido)-2-methylbenzoxazole (10.0 g, 0.032 mol) was combined with sodium acetate (3.5 g, 0.043 mol) in 100 mL of MeOH and the solution was heated to reflux for 2.5 hr. The heat source was removed and after standing for 2 hours the mixture was chilled in a refrigerator overnight. The solid was collected and dried affording 7.2 g (84% yield) of product; m.p. 202°-206° C. Reactants: C(C)(=O)OC1=C(C(=O)NC=2C=CC3=C(N=C(O3)C)C2)C=CC=C1 (5-(2-Acetoxybenzamido)-2-methylbenzoxazole), C(C)(=O)[O-].[Na+] (sodium acetate). Conditions: time 2 hour. Product: OC1=C(C(=O)NC=2C=CC3=C(N=C(O3)C)C2)C=CC=C1 (5-(2-Hydroxybenzamido)-2-methylbenzoxazole). The solvent is CO (MeOH).